Dataset: the Open Reaction Database (ORD), a public repository of structured organic reaction records. Task: describe an organic reaction: reactants, conditions, products, and yield Reactants: CC(=O)OC1CC2CN(C(=O)c3ccc(NC(=O)c4ccccc4-c4ccccc4)cc3)c3ccccc3N2C1, O=C([O-])[O-], CO, [K+], [K+], O. Yields the product O=C(Nc1ccc(C(=O)N2CC3CC(O)CN3c3ccccc32)cc1)c1ccccc1-c1ccccc1. As a reaction SMILES: [C:3](=[O:4])([CH3:5])[O:6][CH:7]1[CH2:8][CH:9]2[N:10]([c:11]3[cH:12][cH:13][cH:14][cH:15][c:16]3[N:17]([C:19]([c:20]3[cH:21][cH:22][c:23]([NH:26][C:27]([c:28]4[c:29](-[c:34]5[cH:35][cH:36][cH:37][cH:38][cH:39]5)[cH:30][cH:31][cH:32][cH:33]4)=[O:40])[cH:24][cH:25]3)=[O:41])[CH2:18]2)[CH2:42]1.[C:43](=[O:44])([O-:45])[O-:46].[CH3:1][OH:2].[K+:47].[K+:48].[OH2:49]>>[OH:6][CH:7]1[CH2:8][CH:9]2[N:10]([c:11]3[cH:12][cH:13][cH:14][cH:15][c:16]3[N:17]([C:19]([c:20]3[cH:21][cH:22][c:23]([NH:26][C:27]([c:28]4[c:29](-[c:34]5[cH:35][cH:36][cH:37][cH:38][cH:39]5)[cH:30][cH:31][cH:32][cH:33]4)=[O:40])[cH:24][cH:25]3)=[O:41])[CH2:18]2)[CH2:42]1.